From a dataset of the Open Reaction Database (ORD), a public repository of structured organic reaction records. describe an organic reaction: reactants, conditions, products, and yield Starting materials: CC(C)=O, CC(=O)C(C)Cc1cccc(C)c1, CC(C)O. Product: Cc1cccc(CC(C)C(C)O)c1. As a reaction SMILES: [CH3:14][C:15](=[O:16])[CH3:17].[CH3:1][c:2]1[cH:3][c:4]([CH2:5][CH:6]([C:7]([CH3:8])=[O:9])[CH3:10])[cH:11][cH:12][cH:13]1.[CH:18]([OH:19])([CH3:20])[CH3:21]>>[CH3:1][c:2]1[cH:3][c:4]([CH2:5][CH:6]([CH:7]([CH3:8])[OH:9])[CH3:10])[cH:11][cH:12][cH:13]1. Yields the product C(#N)C1=NC=C(N=C1C#N)Cl (2,3-dicyano-5-chloropyrazine). As a reaction SMILES: [C:1]([C:3]1[C:8]([C:9]#[N:10])=[N:7][C:6](O)=[CH:5][N:4]=1)#[N:2].S(Cl)([Cl:14])=O.N1C=CC=CC=1>>[C:1]([C:3]1[C:8]([C:9]#[N:10])=[N:7][C:6]([Cl:14])=[CH:5][N:4]=1)#[N:2]. Reactants: C(#N)C1=NC=C(N=C1C#N)O (2,3-Dicyano-5-hydroxypyrazine), S(=O)(Cl)Cl (thionyl chloride), N1=CC=CC=C1 (pyridine). The yield is 76.6%. Procedure: 2,3-Dicyano-5-hydroxypyrazine (7.30 g; 0.05 mole) was dissolved in 70 g (0.59 mole) of thionyl chloride, and the solution was cooled to 0° to 5° C. With stirring, 4.80 g (0.06 mole) of pyridine was added dropwise over the period of 15 minutes. Then, the mixture was stirred at 70° C. for 2 hours. After the reaction, the excess of thionyl chloride was distilled off under reduced pressure, and the residue was extracted with 150 ml of chloroform. The chloroform solution was washed twice with 50 ml o... Starting materials: COC(C1=CC(=CC(=C1)O)OCOC)=O (5-hydroxy-3-methoxymethoxybenzoic acid methyl ester), OC(C)C (2-hydroxypropane), BrC=1C=CC(=NC1)S(=O)(=O)C (5-bromo-2-methanesulfonylpyridine), NC1=NN(C=C1)C (3-amino-1-methyl-1H-pyrazole). Product: C(C)(C)OC=1C=C(C=C(C(=O)NC2=NN(C=C2)C)C1)OC=1C=NC(=CC1)S(=O)(=O)C (5-isopropoxy-3-(6-methanesulfonylpyridin-3-yloxy)-N-(1-methyl-1H-pyrazol-3-yl)benzamide). Reaction SMILES: C[O:2][C:3](=O)[C:4]1[CH:9]=[C:8]([OH:10])[CH:7]=[C:6](OCOC)[CH:5]=1.Br[C:17]1[CH:18]=[CH:19][C:20]([S:23]([CH3:26])(=[O:25])=[O:24])=[N:21][CH:22]=1.[NH2:27][C:28]1[CH:32]=[CH:31][N:30]([CH3:33])[N:29]=1.[OH:34][CH:35]([CH3:37])[CH3:36]>>[CH:35]([O:34][C:6]1[CH:7]=[C:8]([O:10][C:17]2[CH:22]=[N:21][C:20]([S:23]([CH3:26])(=[O:25])=[O:24])=[CH:19][CH:18]=2)[CH:9]=[C:4]([CH:5]=1)[C:3]([NH:27][C:28]1[CH:32]=[CH:31][N:30]([CH3:33])[N:29]=1)=[O:2])([CH3:37])[CH3:36]. Reported procedure: The compound of Production Example 130 was obtained as a white amorphous substance using 5-hydroxy-3-methoxymethoxybenzoic acid methyl ester, 5-bromo-2-methanesulfonylpyridine, 2-hydroxypropane and 3-amino-1-methyl-1H-pyrazole, by the same method as in Production Example 117, a corresponding method, or a combination thereof with an ordinary method. Reactants: ClC=1C=NC(NC1)=S (5-chloropyrimidine-2-thione), CN=C=O (methylisocyanate). The solvent is ClCCl (dichloromethane). Conditions: time 2 hour. The product is CNC(=O)SC1=NC=C(C=N1)Cl (2-(N-Methylcarbamoyl)thio-5-chloropyrimidine). The yield is 85.0%. RXN SMILES: [Cl:1][C:2]1[CH:3]=[N:4][C:5](=[S:8])[NH:6][CH:7]=1.[CH3:9][N:10]=[C:11]=[O:12]>ClCCl>[CH3:9][NH:10][C:11]([S:8][C:5]1[N:6]=[CH:7][C:2]([Cl:1])=[CH:3][N:4]=1)=[O:12]. Procedure details: A mixture of 5-chloropyrimidine-2-thione (3 mmol) and methylisocyanate (4 mmol) in dichloromethane (15 ml) was stirred at room temperature for 2 h, the solvent was then distilled off and the residue was crystallised from CHCl3 : Pet. ether; yield 85%, m.p. 115° C. 1H NMR (CDCl3) δ3.03 (Me), 8.62 (H-4, H-6). Starting materials: CC(C)(C)OC(=O)NCCC1CCN(Cc2ccccc2)C1, CCO. Product: CC(C)(C)OC(=O)NCCC1CCNC1. RXN SMILES: [CH2:1]([c:2]1[cH:3][cH:4][cH:5][cH:6][cH:7]1)[N:8]1[CH2:9][CH:10]([CH2:13][CH2:14][NH:15][C:16](=[O:17])[O:18][C:19]([CH3:20])([CH3:21])[CH3:22])[CH2:11][CH2:12]1.[CH3:23][CH2:24][OH:25]>>[NH:8]1[CH2:9][CH:10]([CH2:13][CH2:14][NH:15][C:16](=[O:17])[O:18][C:19]([CH3:20])([CH3:21])[CH3:22])[CH2:11][CH2:12]1. Reactants: C1CCOC1, [Li]C(C)CC, CC(=O)C(F)(F)F, O, C#Cc1ccc(S(=O)(=O)c2ccccc2)cc1F. Product: CC(O)(C#Cc1ccc(S(=O)(=O)c2ccccc2)cc1F)C(F)(F)F. As a reaction SMILES: [CH2:32]1[O:33][CH2:34][CH2:35][CH2:36]1.[CH:1]([Li:2])([CH2:3][CH3:4])[CH3:5].[F:24][C:25]([C:26](=[O:27])[CH3:28])([F:29])[F:30].[OH2:31].[c:6]1([S:12](=[O:13])(=[O:14])[c:15]2[cH:16][c:17]([F:23])[c:18]([C:21]#[CH:22])[cH:19][cH:20]2)[cH:7][cH:8][cH:9][cH:10][cH:11]1>>[c:6]1([S:12](=[O:13])(=[O:14])[c:15]2[cH:16][c:17]([F:23])[c:18]([C:21]#[C:22][C:26]([C:25]([F:24])([F:29])[F:30])([OH:27])[CH3:28])[cH:19][cH:20]2)[cH:7][cH:8][cH:9][cH:10][cH:11]1.